describe an organic reaction: reactants, conditions, products, and yield From a dataset of the Open Reaction Database (ORD), a public repository of structured organic reaction records. Reactants: CC[O-], CCO, Nc1nnc2c(C3CC3)cc(Cl)nn12, [Na+], O. Product: CCOc1cc(C2CC2)c2nnc(N)n2n1. As a reaction SMILES: [CH3:16][CH2:17][O-:18].[CH3:20][CH2:21][OH:22].[Cl:1][c:2]1[cH:3][c:4]([CH:12]2[CH2:13][CH2:14]2)[c:5]2[n:6]([n:7]1)[c:8]([NH2:11])[n:9][n:10]2.[Na+:15].[OH2:19]>>[c:2]1([O:18][CH2:17][CH3:16])[cH:3][c:4]([CH:12]2[CH2:13][CH2:14]2)[c:5]2[n:6]([n:7]1)[c:8]([NH2:11])[n:9][n:10]2. Starting materials: FC(C(=C)C)(CCCCCCCCCCCCCCCC)F (3,3-difluoro-2-methyl-1-nonadecene), BrN1C(CCC1=O)=O (N-bromosuccinimide). Procedure details: A slurry of 140 mg of 3,3-difluoro-2-methyl-1-nonadecene in 2 ml of carbon tetrachloride containing 43 mg of N-bromosuccinimide and a catalytic amount of azobisisobutryonitrile is stirred at ambient temperature for 30 minutes. The mixture is filtered through a short pad of silica gel which is repeatedly washed with hexane. The combined filtrates are evaporated and the residue is purified on silica gel using hexanes to give 38 mg of the desired product as an oil. As a reaction SMILES: [F:1][C:2]([F:22])([CH2:6][CH2:7][CH2:8][CH2:9][CH2:10][CH2:11][CH2:12][CH2:13][CH2:14][CH2:15][CH2:16][CH2:17][CH2:18][CH2:19][CH2:20][CH3:21])[C:3]([CH3:5])=[CH2:4].[Br:23]N1C(=O)CCC1=O>C(Cl)(Cl)(Cl)Cl>[Br:23][CH2:4][C:3]([C:2]([F:22])([F:1])[CH2:6][CH2:7][CH2:8][CH2:9][CH2:10][CH2:11][CH2:12][CH2:13][CH2:14][CH2:15][CH2:16][CH2:17][CH2:18][CH2:19][CH2:20][CH3:21])=[CH2:5]. The solvent is C(Cl)(Cl)(Cl)Cl (carbon tetrachloride). Product: BrCC(=C)C(CCCCCCCCCCCCCCCC)(F)F (2-(Bromomethyl)-3.3-difluoro-1-nonadecene).